Dataset: the Open Reaction Database (ORD), a public repository of structured organic reaction records. Task: describe an organic reaction: reactants, conditions, products, and yield The reactants are COS(=O)(=O)OC, [Na+], [OH-], CN1CCCCC(c2cccc(O)c2)C1=O. The product is COc1cccc(C2CCCCN(C)C2=O)c1. Reaction SMILES: [CH3:17][O:18][S:19]([O:20][CH3:21])(=[O:22])=[O:23].[Na+:25].[OH-:24].[OH:1][c:2]1[cH:3][c:4]([CH:8]2[C:9](=[O:16])[N:10]([CH3:15])[CH2:11][CH2:12][CH2:13][CH2:14]2)[cH:5][cH:6][cH:7]1>>[O:1]([c:2]1[cH:3][c:4]([CH:8]2[C:9](=[O:16])[N:10]([CH3:15])[CH2:11][CH2:12][CH2:13][CH2:14]2)[cH:5][cH:6][cH:7]1)[CH3:17]. Starting materials: Cc1nonc1C(=O)O, CC#N, CCCCCCC, CN(C)C=O, [Cl-], O=C(Cl)C(=O)Cl, COc1cc(Cl)cc(-c2ccc(N)nc2N)c1Cl, O=S(Cl)Cl, c1ccncc1. The product is COc1cc(Cl)cc(-c2ccc(NC(=O)c3nonc3C)nc2N)c1Cl. Reaction SMILES: [CH3:1][c:2]1[c:3]([C:7](=[O:8])[OH:9])[n:4][o:5][n:6]1.[CH3:39][C:40]#[N:41].[CH3:48][CH2:49][CH2:50][CH2:51][CH2:52][CH2:53][CH3:54].[CH3:55][N:56]([CH3:57])[CH:58]=[O:59].[Cl-:34].[Cl:10][C:11]([C:12]([Cl:13])=[O:14])=[O:15].[Cl:16][c:17]1[c:18](-[c:26]2[c:27]([NH2:33])[n:28][c:29]([NH2:32])[cH:30][cH:31]2)[cH:19][c:20]([Cl:25])[cH:21][c:22]1[O:23][CH3:24].[S:35]([Cl:36])([Cl:37])=[O:38].[cH:42]1[cH:43][cH:44][n:45][cH:46][cH:47]1>>[CH3:1][c:2]1[c:3]([C:7](=[O:9])[NH:32][c:29]2[n:28][c:27]([NH2:33])[c:26](-[c:18]3[c:17]([Cl:16])[c:22]([O:23][CH3:24])[cH:21][c:20]([Cl:25])[cH:19]3)[cH:31][cH:30]2)[n:4][o:5][n:6]1. Starting materials: BrB(Br)Br, O=C1CN(c2ccc(C=Cc3cccnc3)cc2OCc2ccccc2)S(=O)(=O)N1, ClCCl. The product is O=C1CN(c2ccc(C=Cc3cccnc3)cc2O)S(=O)(=O)N1. Reaction SMILES: [B:31]([Br:32])([Br:33])[Br:34].[CH2:1]([c:2]1[cH:3][cH:4][cH:5][cH:6][cH:7]1)[O:8][c:9]1[c:10]([N:23]2[CH2:24][C:25](=[O:30])[NH:26][S:27]2(=[O:28])=[O:29])[cH:11][cH:12][c:13]([CH:15]=[CH:16][c:17]2[cH:18][n:19][cH:20][cH:21][cH:22]2)[cH:14]1.[CH2:35]([Cl:36])[Cl:37]>>[OH:8][c:9]1[c:10]([N:23]2[CH2:24][C:25](=[O:30])[NH:26][S:27]2(=[O:28])=[O:29])[cH:11][cH:12][c:13]([CH:15]=[CH:16][c:17]2[cH:18][n:19][cH:20][cH:21][cH:22]2)[cH:14]1.